From a dataset of the Open Reaction Database (ORD), a public repository of structured organic reaction records. describe an organic reaction: reactants, conditions, products, and yield The reactants are ClC1=NC(=CC=2N=CN(C(C21)=O)C)Cl (5,7-dichloro-3-methylpyrido[4,3-d]pyrimidin-4(3H)-one), N1=CC=C(C=C1)CN ((pyridin-4-yl)methanamine), CCN(C(C)C)C(C)C (DIEA). The solvent is O1CCOCC1 (dioxane). Run at temperature 90 celsius, time 8 hour. The product is N1=CC=C(C=C1)CNC1=NC(=CC=2N=CN(C(C21)=O)C)Cl (5-((pyridin-4-yl)methylamino)-7-chloro-3-methylpyrido[4,3-d]pyrimidin-4(3H)-one). RXN SMILES: Cl[C:2]1[C:11]2[C:10](=[O:12])[N:9]([CH3:13])[CH:8]=[N:7][C:6]=2[CH:5]=[C:4]([Cl:14])[N:3]=1.[N:15]1[CH:20]=[CH:19][C:18]([CH2:21][NH2:22])=[CH:17][CH:16]=1.CCN(C(C)C)C(C)C>O1CCOCC1>[N:15]1[CH:20]=[CH:19][C:18]([CH2:21][NH:22][C:2]2[C:11]3[C:10](=[O:12])[N:9]([CH3:13])[CH:8]=[N:7][C:6]=3[CH:5]=[C:4]([Cl:14])[N:3]=2)=[CH:17][CH:16]=1. Procedure details: 5,7-dichloro-3-methylpyrido[4,3-d]pyrimidin-4(3H)-one (200 mg, 0.87 mmol) and (pyridin-4-yl)methanamine (188 mg, 1.74 mmol), DIEA (302 μL, 1.74 mmol) were dissolved in dioxane (5 mL). The reaction mixture was stirred at 90° C. overnight and then cooled to room temperature. The solvent was removed under vacuum and the crude product was purified by silica column chromatography using hexane/ethyl acetate/7N NH3 in methanol (60:33:7) to obtain the yellow 5-((pyridin-4-yl)methylamino)-7-chloro-3-meth...